Dataset: the Open Reaction Database (ORD), a public repository of structured organic reaction records. Task: describe an organic reaction: reactants, conditions, products, and yield The reactants are O=C([O-])[O-], CI, CN(C)C=O, [K+], [K+], Cc1nc(N2CCc3ccccc3CC2)c(C#N)c(=O)n1O. Product: COn1c(C)nc(N2CCc3ccccc3CC2)c(C#N)c1=O. Reaction SMILES: [C:25](=[O:26])([O-:27])[O-:28].[CH3:23][I:24].[CH3:31][N:32]([CH3:33])[CH:34]=[O:35].[K+:29].[K+:30].[OH:1][n:2]1[c:3]([CH3:22])[n:4][c:5]([N:11]2[CH2:12][CH2:13][c:14]3[c:15]([cH:18][cH:19][cH:20][cH:21]3)[CH2:16][CH2:17]2)[c:6]([C:9]#[N:10])[c:7]1=[O:8]>>[O:1]([n:2]1[c:3]([CH3:22])[n:4][c:5]([N:11]2[CH2:12][CH2:13][c:14]3[c:15]([cH:18][cH:19][cH:20][cH:21]3)[CH2:16][CH2:17]2)[c:6]([C:9]#[N:10])[c:7]1=[O:8])[CH3:25]. Reactants: ClC=1C(=CC(=C(N)C1)[N+](=O)[O-])CC (5-chloro-4-ethyl-2-nitroaniline), O.O.[Sn](Cl)Cl (tin (II) chloride dihydrate). Solvent: C(C)(=O)OCC (ethyl acetate). Product: NC1=C(C=C(C(=C1)CC)Cl)N (1,2-diamino4-chloro-5-ethylbenzene). The yield is 100.0%. RXN SMILES: [Cl:1][C:2]1[C:3]([CH2:12][CH3:13])=[CH:4][C:5]([N+:9]([O-])=O)=[C:6]([CH:8]=1)[NH2:7].O.O.[Sn](Cl)Cl>C(OCC)(=O)C>[NH2:9][C:5]1[CH:4]=[C:3]([CH2:12][CH3:13])[C:2]([Cl:1])=[CH:8][C:6]=1[NH2:7] |f:1.2.3|. Reported procedure: A mixture of 5-chloro-4-ethyl-2-nitroaniline (supplied by the Sigma-Aldrich Library of Rare Chemicals, 2.62 g, 13.1 mmol), tin (II) chloride dihydrate (14.7 g, 65.3 mmol) and ethyl acetate (130 ml) was heated under reflux for 22h. The mixture was cooled and partitioned between 1M aqueous sodium hydroxide (500 ml) and ethyl acetate (500 ml). The aqueous layer was extracted with ethyl acetate (250 ml), and the combined organic solutions were washed with saturated aqueous sodium chloride (100 ml), ... The product is C(C)(=O)NCC#CCCl (1-acetylamino4-chloro-2-butyne). The solvent is C(C)(=O)[O-].[Na+] (sodium acetate), C(C)(=O)[O-].[Na+] (sodium acetate). Procedure: 1-Amino-4-chloro-2-butyne hydrochloride (59.75 g) was dissolved in 10% aqueous sodium acetate-solution (335 ml). Ethyl acetate (500 ml) was added, and acetic anhydride (70 ml) was added dropwise at room temperature. A 25% aqueous sodium acetate solution was added to pH 5 and the solution was stirred for 30 min at room temperature. The ethyl acetate layer was separated, and the aqueous layer was extracted twice with ethyl acetate. The combined organic layers were washed with water, brine and drie... Reaction conditions: time 30 minute. Starting materials: C(C)(=O)OCC (Ethyl acetate), Cl.NCC#CCCl (1-Amino-4-chloro-2-butyne hydrochloride), C(C)(=O)OC(C)=O (acetic anhydride). As a reaction SMILES: Cl.[NH2:2][CH2:3][C:4]#[C:5][CH2:6][Cl:7].[C:8](OCC)(=[O:10])[CH3:9].C(OC(=O)C)(=O)C>C([O-])(=O)C.[Na+]>[C:8]([NH:2][CH2:3][C:4]#[C:5][CH2:6][Cl:7])(=[O:10])[CH3:9] |f:0.1,4.5|. Reactants: ClC1=CC=C(C(=O)C2=C(C=C(C=C2C)C)Cl)C=C1 (1-(4-chlorobenzoyl)-2-chloro-4,6-dimethylbenzene), BrN1C(CCC1=O)=O (N-bromosuccinimide), C(C1=CC=CC=C1)(=O)OOC(C1=CC=CC=C1)=O (benzoylperoxide), [N-]=[N+]=[N-].CN(C(N(C)C)=[NH2+])C (tetramethylguanidinium azide). The solvent is C(Cl)(Cl)(Cl)Cl (carbontetrachloride). Conditions: temperature 0 celsius, time 20 minute. The product is ClC=1C=C(CN=[N+]=[N-])C=C(C1C(C1=CC=C(C=C1)Cl)=O)C (3-chloro-4-(4-chlorobenzoyl)-5-methylbenzyl azide). Yield: 27.8%. As a reaction SMILES: [Cl:1][C:2]1[CH:18]=[CH:17][C:5]([C:6]([C:8]2[C:13]([CH3:14])=[CH:12][C:11]([CH3:15])=[CH:10][C:9]=2[Cl:16])=[O:7])=[CH:4][CH:3]=1.BrN1C(=O)CCC1=O.C(OOC(=O)C1C=CC=CC=1)(=O)C1C=CC=CC=1.[N-:45]=[N+:46]=[N-:47].CN(C)C(=[NH2+])N(C)C>C(Cl)(Cl)(Cl)Cl>[Cl:16][C:9]1[CH:10]=[C:11]([CH:12]=[C:13]([CH3:14])[C:8]=1[C:6](=[O:7])[C:5]1[CH:17]=[CH:18][C:2]([Cl:1])=[CH:3][CH:4]=1)[CH2:15][N:45]=[N+:46]=[N-:47] |f:3.4|. Reported procedure: A stirred, ambient temperature solution of 1-(4-chlorobenzoyl)-2-chloro-4,6-dimethylbenzene (6.90 g, 24.7 mmol) in dry carbontetrachloride (200 ml) was treated with N-bromosuccinimide (4.40 g, 24.7 mmol) and benzoylperoxide (250 mg, 1.03 mmol). The mixture was refluxed 4 hours, cooled to 0° C., and filtered. The precipitate was washed with carbon tetrachloride and the combined filtrate and wash were evaporated to dryness at 40° C. under vacuum. The oily residue was dissolved in dichloromethane (... Starting materials: O1COC2=C1C=CC(=C2)C=2C(=NN(C2NS(=O)(=O)C2=CC=C(C=C2)C(C)(C)C)C)OCCO (N-[4-(1,3-benzodioxol-5-yl)-3-(2-hydroxyethoxy)-1-methyl-1H-pyrazol-5-yl]-4-(tert-butyl)benzenesulfonamide), oil, ClC1=NC=C(C=N1)S(=O)(=O)C (2-chloro-5-(methylsulfonyl)pyrimidine). Solvent: O1CCCC1 (tetrahydrofuran), CC(=O)N(C)C (dimethyl acetamide), [H-].[Na+] (sodium hydride). Conditions: time 20 minute. Product: O1COC2=C1C=CC(=C2)C=2C(=NN(C2NS(=O)(=O)C2=CC=C(C=C2)C(C)(C)C)C)OCCOC2=NC=C(C=N2)S(=O)(=O)C (N-[4-(1,3-benzodioxol-5-yl)-1-methyl-3-(2-{[5-(methylsulfonyl)-2-pyrimidinyl]oxy}ethoxy)-1H-pyrazol-5-yl]-4-(tert-butyl)benzenesulfonamide). Isolated yield 16.4%. Reaction SMILES: [O:1]1[C:5]2[CH:6]=[CH:7][C:8]([C:10]3[C:11]([O:30][CH2:31][CH2:32][OH:33])=[N:12][N:13]([CH3:29])[C:14]=3[NH:15][S:16]([C:19]3[CH:24]=[CH:23][C:22]([C:25]([CH3:28])([CH3:27])[CH3:26])=[CH:21][CH:20]=3)(=[O:18])=[O:17])=[CH:9][C:4]=2[O:3][CH2:2]1.Cl[C:35]1[N:40]=[CH:39][C:38]([S:41]([CH3:44])(=[O:43])=[O:42])=[CH:37][N:36]=1>O1CCCC1.CC(N(C)C)=O.[H-].[Na+]>[O:1]1[C:5]2[CH:6]=[CH:7][C:8]([C:10]3[C:11]([O:30][CH2:31][CH2:32][O:33][C:35]4[N:40]=[CH:39][C:38]([S:41]([CH3:44])(=[O:43])=[O:42])=[CH:37][N:36]=4)=[N:12][N:13]([CH3:29])[C:14]=3[NH:15][S:16]([C:19]3[CH:24]=[CH:23][C:22]([C:25]([CH3:28])([CH3:26])[CH3:27])=[CH:21][CH:20]=3)(=[O:18])=[O:17])=[CH:9][C:4]=2[O:3][CH2:2]1 |f:4.5|. Procedure details: To a solution of N-[4-(1,3-benzodioxol-5-yl)-3-(2-hydroxyethoxy)-1-methyl-1H-pyrazol-5-yl]-4-(tert-butyl)benzenesulfonamide (Example 17) (300 mg, 0.63 mmol) in anhydrous tetrahydrofuran (12 ml) and dimethyl acetamide, sodium hydride 60% dispersion in oil (55 mg, 1.39 mmol) was added under an atmosphere of nitrogen. The reaction mixture was stirred at room temperature for 20 minutes. 2-chloro-5-(methylsulfonyl)pyrimidine (0.69 mmol) was added, in one portion, to the reaction mixture which was the... Reactants: COC1=C(C=CC=C1)S(=O)(=O)O (2-methoxybenzene sulphonic acid), O(C1=CC=CC=C1)C1=CC=C(C=C1)S(=O)(=O)O (4-phenoxybenzenesulphonic acid). Yields the product CSC1=CC=C(C=C1)S(=O)(=O)O (4-methylmercaptobenzenesulphonic acid). As a reaction SMILES: CO[C:3]1[CH:8]=[CH:7][CH:6]=[CH:5][C:4]=1[S:9]([OH:12])(=[O:11])=[O:10].O(C1C=C[C:23]([S:26](O)(=O)=O)=CC=1)C1C=CC=CC=1>>[CH3:23][S:26][C:7]1[CH:6]=[CH:5][C:4]([S:9]([OH:12])(=[O:11])=[O:10])=[CH:3][CH:8]=1. Procedure details: 2-methoxybenzene sulphonic acid: 4-phenoxybenzenesulphonic acid; The reactants are C(C1=CC=CC=C1)OC(=O)N([C@@H]1CN(C[C@@H](C1)CO)C(=O)OC(C)(C)C)CC(C)C (tert-butyl (3S,5R)-3-{[(benzyloxy)carbonyl](2-methylpropyl)amino}-5-(hydroxymethyl)piperidine-1-carboxylate), C1(C=2C(C(N1)=O)=CC=CC2)=O (phthalimide), N(=NC(=O)OC(C)C)C(=O)OC(C)C (diisopropyl azodicarboxylate), C1(=CC=CC=C1)P(C1=CC=CC=C1)C1=CC=CC=C1 (triphenylphosphine). Yields the product CC(CN[C@@H]1CN(C[C@@H](C1)CN1C(CCC1)=O)C(=O)OC(C)(C)C)C (Tert-butyl (3S,5S)-3-[(2-methylpropyl)amino]-5-[(2-oxopyrrolidin-1-yl)methyl]piperidine-1-carboxylate). Yield: 75.9%. Solvent: C1CCOC1 (THF). Procedure details: To a solution of tert-butyl (3S,5R)-3-{[(benzyloxy)carbonyl](2-methylpropyl)amino}-5-(hydroxymethyl)piperidine-1-carboxylate (0.47 g) in THF (15 ml) were added phthalimide (0.40 g), diisopropyl azodicarboxylate (1.59 g) and triphenylphosphine (0.66 g) at room temperature, and the mixture was stirred at room temperature for 15 hr. The reaction mixture was concentrated under reduced pressure, the residue was diluted with water, and the mixture was extracted with ethyl acetate. The extract was wash... Run at time 15 hour. As a reaction SMILES: C(OC([N:11]([CH2:27][CH:28]([CH3:30])[CH3:29])[C@H:12]1[CH2:17][C@@H:16]([CH2:18]O)[CH2:15][N:14]([C:20]([O:22][C:23]([CH3:26])([CH3:25])[CH3:24])=[O:21])[CH2:13]1)=O)C1C=CC=CC=1.[C:31]1(=O)[NH:35][C:34](=[O:36])[C:33]2=CC=CC=[C:32]12.N(C(OC(C)C)=O)=NC(OC(C)C)=O.C1(P(C2C=CC=CC=2)C2C=CC=CC=2)C=CC=CC=1>C1COCC1>[CH3:30][CH:28]([CH3:29])[CH2:27][NH:11][C@H:12]1[CH2:17][C@@H:16]([CH2:18][N:35]2[CH2:31][CH2:32][CH2:33][C:34]2=[O:36])[CH2:15][N:14]([C:20]([O:22][C:23]([CH3:24])([CH3:25])[CH3:26])=[O:21])[CH2:13]1. Reactants: ClC=1N=NC=2C3=C(CCC2C1)C=CC=C3 (3-chloro-5,6-dihydrobenzo[h]cinnoline), N1=C(C=CC=C1)N1CCNCC1 (1-(pyridin-2-yl)piperazine), Cl.[NH4+] (ammonium hydrochloride). The solvent is 1-BuOH. Reaction conditions: temperature 130 celsius, time 48 hour. Yields the product N1=C(C=CC=C1)N1CCN(CC1)C=1N=NC=2C3=C(CCC2C1)C=CC=C3 (5,6-dihydro-3-(4-(pyridm-2-yl)piperazin-1-yl)benzo[h]cinnoline). Yield: 81.1%. As a reaction SMILES: Cl[C:2]1[N:3]=[N:4][C:5]2[C:6]3[CH:15]=[CH:14][CH:13]=[CH:12][C:7]=3[CH2:8][CH2:9][C:10]=2[CH:11]=1.[N:16]1[CH:21]=[CH:20][CH:19]=[CH:18][C:17]=1[N:22]1[CH2:27][CH2:26][NH:25][CH2:24][CH2:23]1.Cl.[NH4+]>>[N:16]1[CH:21]=[CH:20][CH:19]=[CH:18][C:17]=1[N:22]1[CH2:23][CH2:24][N:25]([C:2]2[N:3]=[N:4][C:5]3[C:6]4[CH:15]=[CH:14][CH:13]=[CH:12][C:7]=4[CH2:8][CH2:9][C:10]=3[CH:11]=2)[CH2:26][CH2:27]1 |f:2.3|. Procedure: A mixture of comprising about 0.01 mol of 3-chloro-5,6-dihydrobenzo[h]cinnoline, about 0.05 mol of 1-(pyridin-2-yl)piperazine and about 0.01 mol of ammonium hydrochloride was prepared in about 15 ml of 1-BuOH. The mixture was stirred at 130° C. for 48 h, and then the solvent was removed under reduced pressure. The remaining residue was then extracted with ethyl acetate, washed with water and brine, dried over anhydrous Na2SO4. Removal of solvent followed by recrystallization from 95% ethanol yie... Product: C1C(CCN2CCCCC12)CN (Quinolizidin-2-ylmethylamine). As a reaction SMILES: [H-].[Al+3].[Li+].[H-].[H-].[H-].[C:7]([CH:9]1[CH2:18][CH2:17][N:16]2[CH:11]([CH2:12][CH2:13][CH2:14][CH2:15]2)[CH2:10]1)#[N:8].O.[OH-].[Na+]>C1COCC1>[CH2:10]1[CH:11]2[N:16]([CH2:15][CH2:14][CH2:13][CH2:12]2)[CH2:17][CH2:18][CH:9]1[CH2:7][NH2:8] |f:0.1.2.3.4.5,8.9|. The solvent is C1CCOC1 (THF), C1CCOC1 (THF). Reactants: C(#N)C1CC2CCCCN2CC1 (2-cyanoquinolizidine), [H-].[Al+3].[Li+].[H-].[H-].[H-] (lithium aluminium hydride), O (water), [OH-].[Na+] (NaOH), O (water). Procedure: A stirred suspension of lithium aluminium hydride (400 mg, 0.010 mole) in THF (20 ml) at room temperature under nitrogen was treated with a solution of eq-2-cyanoquinolizidine (E. Koshinaka et al, Yakugaku Zasshi 1980, 100, 88) in THF (3 ml) and the mixture then heated under reflux for 20 minutes. The mixture was allowed to cool then treated cautiously with water (0.4 ml), 10% NaOH solution (0.4 ml) and water (1.2 ml). The resulting mixture was filtered and the filtrate concentrated in vacuo. Th...